Dataset: the Open Reaction Database (ORD), a public repository of structured organic reaction records. Task: describe an organic reaction: reactants, conditions, products, and yield Reactants: COC(=O)Oc1cc([N+](=O)[O-])c(C#CCN(C)C)cc1C1CCCC1, CC(=O)O, CO, O. Product: COC(=O)Oc1cc(N)c(C#CCN(C)C)cc1C1CCCC1. As a reaction SMILES: [C:1]([O:2][c:3]1[c:4]([CH:18]2[CH2:19][CH2:20][CH2:21][CH2:22]2)[cH:5][c:6]([C:12]#[C:13][CH2:14][N:15]([CH3:16])[CH3:17])[c:7]([N+:9]([O-:10])=[O:11])[cH:8]1)([O:23][CH3:24])=[O:25].[CH3:26][C:27](=[O:28])[OH:29].[CH3:31][OH:32].[OH2:30]>>[C:1]([O:2][c:3]1[c:4]([CH:18]2[CH2:19][CH2:20][CH2:21][CH2:22]2)[cH:5][c:6]([C:12]#[C:13][CH2:14][N:15]([CH3:16])[CH3:17])[c:7]([NH2:9])[cH:8]1)([O:23][CH3:24])=[O:25].